This data is from the Open Reaction Database (ORD), a public repository of structured organic reaction records. The task is: describe an organic reaction: reactants, conditions, products, and yield Starting materials: C(C)C1=NSC(=C1C(=O)O)C1=C(C=C(C=C1)C)F (3-ethyl-5-(2-fluoro-4-methylphenyl)-1,2-thiazole-4-carboxylic acid). The solvent is O1CCCC1 (tetrahydrofuran). Conditions: temperature 20 celsius, time 8 hour. Product: C(C)C1=NSC(=C1CO)C1=C(C=C(C=C1)C)F ([3-ethyl-5-(2-fluoro-4-methylphenyl)-1,2-thiazol-4-yl]methanol). RXN SMILES: [CH2:1]([C:3]1[C:7]([C:8](O)=[O:9])=[C:6]([C:11]2[CH:16]=[CH:15][C:14]([CH3:17])=[CH:13][C:12]=2[F:18])[S:5][N:4]=1)[CH3:2]>O1CCCC1>[CH2:1]([C:3]1[C:7]([CH2:8][OH:9])=[C:6]([C:11]2[CH:16]=[CH:15][C:14]([CH3:17])=[CH:13][C:12]=2[F:18])[S:5][N:4]=1)[CH3:2]. Procedure details: Into a 25-mL round-bottom flask purged and maintained with an inert atmosphere of nitrogen, was placed 3-ethyl-5-(2-fluoro-4-methylphenyl)-1,2-thiazole-4-carboxylic acid (150 mg, 0.57 mmol, 1.00 equiv), tetrahydrofuran (10 mL). This was followed by the addition of BH3 (1.7 mL) at 0-5° C. The resulting solution was stirred overnight at 20° C. The resulting mixture was concentrated under vacuum. The residue was applied onto a silica gel column with ethyl acetate/petroleum ether (1:2). This resulte... Starting materials: CCOC(=O)c1ccccc1Oc1cc2nc(-c3ccccn3)[nH]c2cc1Oc1ccc(S(C)(=O)=O)cc1, CON(C)C(=O)C1CCCN1. Product: CON(C)C(=O)C1CCCN1c1cc2[nH]c(-c3ccccn3)nc2cc1Oc1ccc(S(C)(=O)=O)cc1. As a reaction SMILES: [CH2:1]([O:2][C:3]([c:4]1[cH:5][cH:6][cH:7][cH:8][c:35]1[O:36][c:9]1[cH:10][c:11]2[c:12]([nH:13][c:14](-[c:16]3[n:17][cH:18][cH:19][cH:20][cH:21]3)[n:15]2)[cH:22][c:23]1[O:24][c:25]1[cH:26][cH:27][c:28]([S:31](=[O:32])(=[O:33])[CH3:34])[cH:29][cH:30]1)=[O:37])[CH3:38].[CH3:39][O:40][N:41]([C:42]([CH:43]1[NH:44][CH2:45][CH2:46][CH2:47]1)=[O:48])[CH3:49]>>[c:9]1([N:44]2[CH:43]([C:42]([N:41]([O:40][CH3:39])[CH3:49])=[O:48])[CH2:47][CH2:46][CH2:45]2)[cH:10][c:11]2[c:12]([n:13][c:14](-[c:16]3[n:17][cH:18][cH:19][cH:20][cH:21]3)[nH:15]2)[cH:22][c:23]1[O:24][c:25]1[cH:26][cH:27][c:28]([S:31](=[O:32])(=[O:33])[CH3:34])[cH:29][cH:30]1.